This data is from the Open Reaction Database (ORD), a public repository of structured organic reaction records. The task is: describe an organic reaction: reactants, conditions, products, and yield The reactants are C(C)(C)(C)OC(=O)N1C[C@H](N(CC1)C[B-](F)(F)F)C.[K+] (potassium (R)-((4-(tert-butoxycarbonyl)-2-methylpiperazin-1-yl)methyl)trifluoroborate), ClC=1C=C(C(=NC1)NC=1C=NC(=CC1)OC)C1=NC(=NC(=N1)C)N(CC1=CC=C(C=C1)OC)CC1=CC=C(C=C1)OC (4-(5-chloro-2-(6-methoxypyridin-3-ylamino)pyridin-3-yl)-N,N-bis(4-methoxybenzyl)-6-methyl-1,3,5-triazin-2-amine). The product is COC1=CC=C(CN(C2=NC(=NC(=N2)C)C=2C=C(C=NC2NC=2C=NC(=CC2)OC)CN2[C@@H](CN(CC2)C(=O)OC(C)(C)C)C)CC2=CC=C(C=C2)OC)C=C1 ((R)-tert-butyl 4-((5-(4-(bis(4-methoxybenzyl)amino)-6-methyl-1,3,5-triazin-2-yl)-6-(6-methoxypyridin-3-ylamino)pyridin-3-yl)methyl)-3-methylpiperazine-1-carboxylate). Yield: 74.3%. RXN SMILES: [C:1]([O:5][C:6]([N:8]1[CH2:13][CH2:12][N:11]([CH2:14][B-](F)(F)F)[C@H:10]([CH3:19])[CH2:9]1)=[O:7])([CH3:4])([CH3:3])[CH3:2].[K+].Cl[C:22]1[CH:23]=[C:24]([C:37]2[N:42]=[C:41]([CH3:43])[N:40]=[C:39]([N:44]([CH2:54][C:55]3[CH:60]=[CH:59][C:58]([O:61][CH3:62])=[CH:57][CH:56]=3)[CH2:45][C:46]3[CH:51]=[CH:50][C:49]([O:52][CH3:53])=[CH:48][CH:47]=3)[N:38]=2)[C:25]([NH:28][C:29]2[CH:30]=[N:31][C:32]([O:35][CH3:36])=[CH:33][CH:34]=2)=[N:26][CH:27]=1>>[CH3:53][O:52][C:49]1[CH:48]=[CH:47][C:46]([CH2:45][N:44]([CH2:54][C:55]2[CH:56]=[CH:57][C:58]([O:61][CH3:62])=[CH:59][CH:60]=2)[C:39]2[N:40]=[C:41]([CH3:43])[N:42]=[C:37]([C:24]3[CH:23]=[C:22]([CH2:14][N:11]4[CH2:12][CH2:13][N:8]([C:6]([O:5][C:1]([CH3:4])([CH3:3])[CH3:2])=[O:7])[CH2:9][C@H:10]4[CH3:19])[CH:27]=[N:26][C:25]=3[NH:28][C:29]3[CH:30]=[N:31][C:32]([O:35][CH3:36])=[CH:33][CH:34]=3)[N:38]=2)=[CH:51][CH:50]=1 |f:0.1|. Procedure: The title compound was prepared in an analogous manner to that described above in Example 157, Step 1, using potassium (R)-((4-(tert-butoxycarbonyl)-2-methylpiperazin-1-yl)methyl)trifluoroborate and 4-(5-chloro-2-(6-methoxypyridin-3-ylamino)pyridin-3-yl)-N,N-bis(4-methoxybenzyl)-6-methyl-1,3,5-triazin-2-amine to give (R)-tert-butyl 4-((5-(4-(bis(4-methoxybenzyl)amino)-6-methyl-1,3,5-triazin-2-yl)-6-(6-methoxypyridin-3-ylamino)pyridin-3-yl)methyl)-3-methylpiperazine-1-carboxylate (188 mg, 0.247 m...